Dataset: the Open Reaction Database (ORD), a public repository of structured organic reaction records. Task: describe an organic reaction: reactants, conditions, products, and yield Starting materials: CP(C(C)(OCC)OCC)=O (methyl(1,1-diethoxyethyl)phosphine oxide), 702, C[Si](C)(C)[N-][Si](C)(C)C.[K+] (potassium bis(trimethylsilyl)amide), CI (methyl iodide). Solvent: C1CCOC1 (THF), C1(=CC=CC=C1)C (toluene). Reaction conditions: temperature -78 celsius, time 1 hour. Product: CP(C(C)(OCC)OCC)(C)=O (dimethyl (1,1-diethoxyethyl)phosphine oxide). RXN SMILES: [CH3:1][PH:2](=[O:11])[C:3]([O:8][CH2:9][CH3:10])([O:5][CH2:6][CH3:7])[CH3:4].[CH3:12][Si]([N-][Si](C)(C)C)(C)C.[K+].CI>C1COCC1.C1(C)C=CC=CC=1>[CH3:1][P:2](=[O:11])([CH3:12])[C:3]([O:8][CH2:9][CH3:10])([O:5][CH2:6][CH3:7])[CH3:4] |f:1.2|. Reported procedure: To a solution of methyl(1,1-diethoxyethyl)phosphine oxide, prepared as described in EP 0 501 702 (89.3 g, 0.5 mol) in THF (900 ml) at -78° C. under an atmosphere of argon is added a solution of potassium bis(trimethylsilyl)amide (688 ml, 0.521 mol) in toluene over 15 minutes. After stirring for 1 hour at -78° C., methyl iodide (34 ml, 0.55 mol) is added over 5 minutes and stirring at -78° C. continued for 1 hour. The reaction is then quenched by the addition of a 1% solution of NaH2PO4 (450 ml) ... Procedure details: A mixture consisting of 8.83 g of 2,7-diethyl-5-[[2'-(tetrazol-5-yl)biphenyl-4-yl]methyl]-5H-pyrazolo[1,5-b][1,2,4]triazole-6-carboxylic acid, 60 ml of N,N-dimethylformamide, 2.82 ml of triethylamine and 5.66 g of triphenylmethyl chloride was stirred overnight at room temperature. After removing the solvent by distillation under a reduced pressure, the thus obtained residue was mixed with 250 ml of ethyl acetate and then washed with 150 ml of water. Thereafter, the ethyl acetate layer was stirre... Reaction SMILES: [CH2:1]([C:3]1[N:4]=[C:5]2[C:10]([CH2:11][CH3:12])=[C:9]([C:13]([OH:15])=[O:14])[N:8]([CH2:16][C:17]3[CH:22]=[CH:21][C:20]([C:23]4[CH:28]=[CH:27][CH:26]=[CH:25][C:24]=4[C:29]4[NH:33][N:32]=[N:31][N:30]=4)=[CH:19][CH:18]=3)[N:6]2[N:7]=1)[CH3:2].CN(C)C=O.[C:39]1([C:45](Cl)([C:52]2[CH:57]=[CH:56][CH:55]=[CH:54][CH:53]=2)[C:46]2[CH:51]=[CH:50][CH:49]=[CH:48][CH:47]=2)[CH:44]=[CH:43][CH:42]=[CH:41][CH:40]=1>C(N(CC)CC)C>[CH2:1]([C:3]1[N:4]=[C:5]2[C:10]([CH2:11][CH3:12])=[C:9]([C:13]([OH:15])=[O:14])[N:8]([CH2:16][C:17]3[CH:18]=[CH:19][C:20]([C:23]4[CH:28]=[CH:27][CH:26]=[CH:25][C:24]=4[C:29]4[N:30]([C:45]([C:39]5[CH:44]=[CH:43][CH:42]=[CH:41][CH:40]=5)([C:52]5[CH:53]=[CH:54][CH:55]=[CH:56][CH:57]=5)[C:46]5[CH:47]=[CH:48][CH:49]=[CH:50][CH:51]=5)[N:31]=[N:32][N:33]=4)=[CH:21][CH:22]=3)[N:6]2[N:7]=1)[CH3:2]. Run at time 8 hour. Run in C(C)N(CC)CC (triethylamine). Product: C(C)C=1N=C2N(N1)N(C(=C2CC)C(=O)O)CC2=CC=C(C=C2)C2=C(C=CC=C2)C2=NN=NN2C(C2=CC=CC=C2)(C2=CC=CC=C2)C2=CC=CC=C2 (2,7-diethyl-5-[[2'-(N-triphenylmethyl-tetrazol-5-yl)biphenyl-4-yl]methyl]-5H-pyrazolo[1,5-b][1,2,4]triazole-6-carboxylic acid). Reactants: C(C)C=1N=C2N(N1)N(C(=C2CC)C(=O)O)CC2=CC=C(C=C2)C2=C(C=CC=C2)C2=NN=NN2 (2,7-diethyl-5-[[2'-(tetrazol-5-yl)biphenyl-4-yl]methyl]-5H-pyrazolo[1,5-b][1,2,4]triazole-6-carboxylic acid), CN(C=O)C (N,N-dimethylformamide), C1(=CC=CC=C1)C(C1=CC=CC=C1)(C1=CC=CC=C1)Cl (triphenylmethyl chloride). Yield: 51.1%. The reactants are C(C)(C)(C)OC(=O)N1CC(C1)CO (1-t-butoxycarbonyl-3-hydroxymethylazetidine), ClC=1C=CC(=NC1)NC(=O)C1=NC=CC=C1NC(C1=C(C=C(C=C1)SC)O)=O (N-(5-chloro-pyridin-2-yl)-3-[2-hydroxy-4-(methylthio)benzoylamino]-pyridine-2-carboxamide). Product: ClC=1C=CC(=NC1)NC(=O)C1=NC=CC=C1NC(C1=C(C=C(C=C1)SC)OCC1CN(C1)C(=O)OC(C)(C)C)=O (N-(5-Chloropyridin-2-yl)-3-[2-(1-t-butoxycarbonyl-azetidin-3-ylmethoxy)-4-(methylthio)benzoylamino]pyridine-2-carboxamide). Yield: 78.0%. RXN SMILES: [C:1]([O:5][C:6]([N:8]1[CH2:11][CH:10]([CH2:12][OH:13])[CH2:9]1)=[O:7])([CH3:4])([CH3:3])[CH3:2].[Cl:14][C:15]1[CH:16]=[CH:17][C:18]([NH:21][C:22]([C:24]2[C:29]([NH:30][C:31](=[O:41])[C:32]3[CH:37]=[CH:36][C:35]([S:38][CH3:39])=[CH:34][C:33]=3O)=[CH:28][CH:27]=[CH:26][N:25]=2)=[O:23])=[N:19][CH:20]=1>>[Cl:14][C:15]1[CH:16]=[CH:17][C:18]([NH:21][C:22]([C:24]2[C:29]([NH:30][C:31](=[O:41])[C:32]3[CH:33]=[CH:34][C:35]([S:38][CH3:39])=[CH:36][C:37]=3[O:13][CH2:12][CH:10]3[CH2:11][N:8]([C:6]([O:5][C:1]([CH3:4])([CH3:3])[CH3:2])=[O:7])[CH2:9]3)=[CH:28][CH:27]=[CH:26][N:25]=2)=[O:23])=[N:19][CH:20]=1. Reported procedure: Using a procedure analogous to Example 38-D, 1-t-butoxycarbonyl-3-hydroxymethylazetidine and N-(5-chloro-pyridin-2-yl)-3-[2-hydroxy-4-(methylthio)benzoylamino]-pyridine-2-carboxamide gave the title compound as a white solid (1.1 g, 78%).